Dataset: the Open Reaction Database (ORD), a public repository of structured organic reaction records. Task: describe an organic reaction: reactants, conditions, products, and yield Starting materials: Cl (HCl), [Br-].C(C1=CC=CC=C1)[P+](C1=CC=CC=C1)(C1=CC=CC=C1)C1=CC=CC=C1 (benzyl triphenylphosphonium bromide), [Li]N([Si](C)(C)C)[Si](C)(C)C (LiN(SiMe3)2), BrC=1C=CC(=C(C=O)C1)OCC1=CC=CC=C1 (5-bromo-2-benzyloxybenzaldehyde). Yield: 87.5%. RXN SMILES: [Br-].[CH2:2]([P+](C1C=CC=CC=1)(C1C=CC=CC=1)C1C=CC=CC=1)[C:3]1[CH:8]=[CH:7][CH:6]=[CH:5][CH:4]=1.[Li]N([Si](C)(C)C)[Si](C)(C)C.[Br:38][C:39]1[CH:40]=[CH:41][C:42]([O:47][CH2:48][C:49]2[CH:54]=[CH:53][CH:52]=[CH:51][CH:50]=2)=[C:43]([CH:46]=1)[CH:44]=O.Cl>C1COCC1>[CH2:48]([O:47][C:42]1[CH:41]=[CH:40][C:39]([Br:38])=[CH:46][C:43]=1[CH:44]=[CH:2][C:3]1[CH:4]=[CH:5][CH:6]=[CH:7][CH:8]=1)[C:49]1[CH:50]=[CH:51][CH:52]=[CH:53][CH:54]=1 |f:0.1|. Reported procedure: To a stirred suspension of benzyl triphenylphosphonium bromide (7.44 g, 17.2 mmol) in freshly distilled THF (60 ml), under argon, was added a solution of LiN(SiMe3)2 (18.2 ml, 1N). The resulting red solution was allowed to stir for 30 minutes, then a solution of 5-bromo-2-benzyloxybenzaldehyde (5.0 g, 17.2 mmol) in freshly distilled THF (15 ml) added. The reaction was stirred at ambient temperature for 60 hours, treated with 1N aqueous HCl (60 ml) and extracted with ethyl ether (2×). The combine... Run in C1CCOC1 (THF), C1CCOC1 (THF). Reaction conditions: time 30 minute. The product is C(C1=CC=CC=C1)OC1=C(C=C(C=C1)Br)C=CC1=CC=CC=C1 (β-(2-benzyloxy-5-bromophenyl)styrene). The reactants are C=Cc1ccccc1-n1c(N2CCN(C(=O)OC(C)(C)C)CC2)nc2c1c(=O)n(COC(=O)C(C)(C)C)c(=O)n2COC(=O)C(C)(C)C, CO, ClC(Cl)Cl, [H-], [Na+], C1CCOC1. The product is C=Cc1ccccc1-n1c(N2CCN(C(=O)OC(C)(C)C)CC2)nc2[nH]c(=O)n(COC(=O)C(C)(C)C)c(=O)c21. As a reaction SMILES: [C:1]([CH3:2])([CH3:3])([CH3:4])[O:5][C:6](=[O:7])[N:8]1[CH2:9][CH2:10][N:11]([c:14]2[n:15][c:16]3[n:17]([CH2:41][O:42][C:43](=[O:44])[C:45]([CH3:46])([CH3:47])[CH3:48])[c:18](=[O:40])[n:19]([CH2:32][O:33][C:34]([C:35]([CH3:36])([CH3:37])[CH3:38])=[O:39])[c:20](=[O:31])[c:21]3[n:22]2-[c:23]2[c:24]([CH:29]=[CH2:30])[cH:25][cH:26][cH:27][cH:28]2)[CH2:12][CH2:13]1.[CH3:56][OH:57].[CH:58]([Cl:59])([Cl:60])[Cl:61].[H-:49].[Na+:50].[O:51]1[CH2:52][CH2:53][CH2:54][CH2:55]1>>[C:1]([CH3:2])([CH3:3])([CH3:4])[O:5][C:6](=[O:7])[N:8]1[CH2:9][CH2:10][N:11]([c:14]2[n:15][c:16]3[nH:17][c:18](=[O:40])[n:19]([CH2:32][O:33][C:34]([C:35]([CH3:36])([CH3:37])[CH3:38])=[O:39])[c:20](=[O:31])[c:21]3[n:22]2-[c:23]2[c:24]([CH:29]=[CH2:30])[cH:25][cH:26][cH:27][cH:28]2)[CH2:12][CH2:13]1. The reactants are COC(=O)CP(=O)(OC)OC (trimethyl phosphonoacetate), [H-].[Na+] (sodium hydride), C1(CCCC1)CC(C)=O (cyclopentylacetone). The solvent is [Cl-].[Na+].O (brine), C1CCOC1 (THF). Reaction conditions: temperature 0 celsius. The product is C1(CCCC1)C/C(=C/C(=O)OC)/C (methyl (2E)-4-cyclopentyl-3-methylbut-2-enoate). Isolated yield 99.0%. RXN SMILES: [H-].[Na+].[CH3:3][O:4][C:5]([CH2:7]P(OC)(OC)=O)=[O:6].[CH:14]1([CH2:19][C:20](=O)[CH3:21])[CH2:18][CH2:17][CH2:16][CH2:15]1>C1COCC1.[Cl-].[Na+].O>[CH:14]1([CH2:19]/[C:20](/[CH3:21])=[CH:7]/[C:5]([O:4][CH3:3])=[O:6])[CH2:18][CH2:17][CH2:16][CH2:15]1 |f:0.1,5.6.7|. Procedure: To a suspension of sodium hydride (956 mg, 60% in oil, 23.9 mmol) in THF (60 mL) cooled at 0° C. was added dropwise trimethyl phosphonoacetate (3.87 mL, 4.35 g, 23.9 mmol). The mixture was stirred for 20 mn at 0° C. and cyclopentylacetone (2.22 mL, 2.00 g, 15.9 mmol) was added dropwise. The solution was warmed to 25° C., then refluxed for 2 h, and poured in a solution of brine (100 mL). The reaction mixture was extracted with ethyl acetate (2×50 mL) and the combined organic phase was dried over ... The product is C(C)(C)(C)OC(=O)N1CCC(CC1)N(CC1=CC(=CC=C1)C1=CC(=C(C(=C1)OC)OC)OC)C1=CC=CC=C1 (1-(tert-Butoxycarbonyl)-4-[N-phenyl-N-[3-(3,4,5-trimethoxyphenyl)benzyl]amino]piperidine). The reactants are C(C)(C)(C)OC(=O)N1CCC(CC1)NC1=CC=CC=C1 (1-(tert-Butoxycarbonyl)-4-phenylaminopiperidine), COC=1C=C(C=C(C1OC)OC)C=1C=C(CCl)C=CC1 (3-(3,4,5-trimethoxyphenyl)benzyl chloride). RXN SMILES: [C:1]([O:5][C:6]([N:8]1[CH2:13][CH2:12][CH:11]([NH:14][C:15]2[CH:20]=[CH:19][CH:18]=[CH:17][CH:16]=2)[CH2:10][CH2:9]1)=[O:7])([CH3:4])([CH3:3])[CH3:2].[CH3:21][O:22][C:23]1[CH:24]=[C:25]([C:33]2[CH:34]=[C:35]([CH:38]=[CH:39][CH:40]=2)[CH2:36]Cl)[CH:26]=[C:27]([O:31][CH3:32])[C:28]=1[O:29][CH3:30]>>[C:1]([O:5][C:6]([N:8]1[CH2:9][CH2:10][CH:11]([N:14]([C:15]2[CH:20]=[CH:19][CH:18]=[CH:17][CH:16]=2)[CH2:36][C:35]2[CH:38]=[CH:39][CH:40]=[C:33]([C:25]3[CH:26]=[C:27]([O:31][CH3:32])[C:28]([O:29][CH3:30])=[C:23]([O:22][CH3:21])[CH:24]=3)[CH:34]=2)[CH2:12][CH2:13]1)=[O:7])([CH3:4])([CH3:2])[CH3:3]. Procedure details: 1-(tert-Butoxycarbonyl)-4-phenylaminopiperidine (553 mg) and 3-(3,4,5-trimethoxyphenyl)benzyl chloride (586 mg) was treated in the same manner as described in Example 9 to give light yellow amorphous of the title compound. The reactants are Cl (HCl), COC(=O)C=1C(=C2C=C(C(N(C2=CN1)CC1=CC=CC=C1)=O)Br)O (1-benzyl-3-bromo-5-hydroxy-2-oxo-1,2-dihydro-[1,7]naphthyridine-6-carboxylic acid methyl ester), COC1=CC=C(C=C1)B(O)O (4-methoxyphenylboronic acid), [O-]P(=O)([O-])[O-].[K+].[K+].[K+] (K3PO4), COC=1C=CC=C(C1C=2C=CC=CC2P(C3CCCCC3)C4CCCCC4)OC (SPhos). The reagents and catalysts are CC(=O)[O-].CC(=O)[O-].[Pd+2] (Pd(OAc)2). The solvent is [Cl-].[Na+].O (brine), CCOC(=O)C (EtOAc), C1(=CC=CC=C1)C (toluene). Run at temperature 100 celsius. Product: COC(=O)C=1C(=C2C=C(C(N(C2=CN1)CC1=CC=CC=C1)=O)C1=CC=C(C=C1)OC)O (1-Benzyl-5-hydroxy-3-(4-methoxy-phenyl)-2-oxo-1,2-dihydro-[1,7]naphthyridine-6-carboxylic acid methyl ester). The yield is 20.8%. As a reaction SMILES: [CH3:1][O:2][C:3]([C:5]1[C:6]([OH:24])=[C:7]2[C:12](=[CH:13][N:14]=1)[N:11]([CH2:15][C:16]1[CH:21]=[CH:20][CH:19]=[CH:18][CH:17]=1)[C:10](=[O:22])[C:9](Br)=[CH:8]2)=[O:4].[CH3:25][O:26][C:27]1[CH:32]=[CH:31][C:30](B(O)O)=[CH:29][CH:28]=1.[O-]P([O-])([O-])=O.[K+].[K+].[K+].COC1C=CC=C(OC)C=1C1C=CC=CC=1P(C1CCCCC1)C1CCCCC1.Cl>C1(C)C=CC=CC=1.[Cl-].[Na+].O.CC([O-])=O.CC([O-])=O.[Pd+2].CCOC(C)=O>[CH3:1][O:2][C:3]([C:5]1[C:6]([OH:24])=[C:7]2[C:12](=[CH:13][N:14]=1)[N:11]([CH2:15][C:16]1[CH:21]=[CH:20][CH:19]=[CH:18][CH:17]=1)[C:10](=[O:22])[C:9]([C:30]1[CH:31]=[CH:32][C:27]([O:26][CH3:25])=[CH:28][CH:29]=1)=[CH:8]2)=[O:4] |f:2.3.4.5,9.10.11,12.13.14|. Reported procedure: A mixture of 1-benzyl-3-bromo-5-hydroxy-2-oxo-1,2-dihydro-[1,7]naphthyridine-6-carboxylic acid methyl ester (60 mg, 0.15 mmol), 4-methoxyphenylboronic acid (35 mg, 0.23 mmol), K3PO4 (65 mg, 0.31 mmol), SPhos (3.2 mg, 0.0077 mmol) and Pd(OAc)2 (3.1 mg, 0.0046 mmol) in toluene (3 mL) was heated at 100° C. under nitrogen atmosphere for 16 h. After the mixture was cooled to r.t., brine and EtOAc were added. 1 M HCl was added with stirring until pH was about 3, and the aqueous layer extracted with ad... Conditions: time 3 hour. Starting materials: S(N)(O)(=O)=O (Sulfamic acid), Cl(=O)[O-].[Na+] (sodium chlorite), C(C1=CC=CC=C1)O[C@H]1C(O)(O[C@@H]([C@H]([C@@H]1OCC1=CC=CC=C1)OCC1=CC=CC=C1)COCC1=CC=CC=C1)C1=C(C=CC(=C1)C(OC)OC)C (2,3,4,6-tetra-O-benzyl-1-C-[5-(dimethoxymethyl)-2-methylphenyl]-D-glucopyranose). RXN SMILES: S(=O)(=O)(O)N.Cl([O-])=O.[Na+].[CH2:10]([O:17][C@@H:18]1[C@@H:24]([O:25][CH2:26][C:27]2[CH:32]=[CH:31][CH:30]=[CH:29][CH:28]=2)[C@H:23]([O:33][CH2:34][C:35]2[CH:40]=[CH:39][CH:38]=[CH:37][CH:36]=2)[C@@H:22]([CH2:41][O:42][CH2:43][C:44]2[CH:49]=[CH:48][CH:47]=[CH:46][CH:45]=2)[O:21][C:19]1([C:50]1[CH:55]=[C:54]([CH:56]([O:59]C)[O:57]C)[CH:53]=[CH:52][C:51]=1[CH3:61])[OH:20])[C:11]1[CH:16]=[CH:15][CH:14]=[CH:13][CH:12]=1>CC(C)=O.O>[CH3:61][C:51]1[CH:52]=[CH:53][C:54]([C:56]([OH:59])=[O:57])=[CH:55][C:50]=1[C:19]1([OH:20])[C@H:18]([O:17][CH2:10][C:11]2[CH:12]=[CH:13][CH:14]=[CH:15][CH:16]=2)[C@@H:24]([O:25][CH2:26][C:27]2[CH:32]=[CH:31][CH:30]=[CH:29][CH:28]=2)[C@H:23]([O:33][CH2:34][C:35]2[CH:36]=[CH:37][CH:38]=[CH:39][CH:40]=2)[C@@H:22]([CH2:41][O:42][CH2:43][C:44]2[CH:45]=[CH:46][CH:47]=[CH:48][CH:49]=2)[O:21]1 |f:1.2,4.5|. The solvent is CC(=O)C.O (acetone water). The yield is 65.3%. Reported procedure: Sulfamic acid (0.4 g) and sodium chlorite (0.4 g) were added dropwise to a solution of 2,3,4,6-tetra-O-benzyl-1-C-[5-(dimethoxymethyl)-2-methylphenyl]-D-glucopyranose (2.4 g) in acetone-water (ratio: 5:1, 12 ml) at room temperature and the mixture was stirred for three hours. Acetone was evaporated from the reaction mixture and water was added. The mixture was extracted with ethyl acetate. The organic layer was washed with water and saturated brine in that order and dried over anhydrous sodium s... Yields the product CC1=C(C=C(C(=O)O)C=C1)C1(O[C@@H]([C@H]([C@@H]([C@H]1OCC1=CC=CC=C1)OCC1=CC=CC=C1)OCC1=CC=CC=C1)COCC1=CC=CC=C1)O (4-methyl-3-[(3R,4S,5R,6R)-3,4,5-tris(benzyloxy)-6-[(benzyloxy)methyl]-2-hydroxytetrahydro-2H-pyran-2-yl]benzoic acid).